This data is from the Open Reaction Database (ORD), a public repository of structured organic reaction records. The task is: describe an organic reaction: reactants, conditions, products, and yield Reactants: CC=1OC2=C(C=CC=C2C(C1)=O)C=C(C(=O)C1=CC=CC=C1)C(C)=O (2-[(2-methyl-4-oxo-4H-chromen-8-yl)methylene]-1-phenylbutane-1,3-dione), N\C(=C/C(=O)OC1CCC1)\C (cyclobutyl 3-aminocrotonate). Run in C(C)O (ethanol). Product: C(C1=CC=CC=C1)(=O)C=1C(C(=C(NC1C)C)C(=O)OC1CCC1)C=1C=CC=C2C(C=C(OC12)C)=O (Cyclobutyl 5-benzoyl-2,6-dimethyl-4-(2-methyl-4-oxo-4H-chromen-8-yl)-1,4-dihydropyridine-3-carboxylate). Reaction SMILES: [CH3:1][C:2]1[O:3][C:4]2[C:9]([C:10](=[O:12])[CH:11]=1)=[CH:8][CH:7]=[CH:6][C:5]=2[CH:13]=[C:14]([C:23](=O)[CH3:24])[C:15]([C:17]1[CH:22]=[CH:21][CH:20]=[CH:19][CH:18]=1)=[O:16].[NH2:26]/[C:27](/[CH3:36])=[CH:28]\[C:29]([O:31][CH:32]1[CH2:35][CH2:34][CH2:33]1)=[O:30]>C(O)C>[C:15]([C:14]1[CH:13]([C:5]2[CH:6]=[CH:7][CH:8]=[C:9]3[C:4]=2[O:3][C:2]([CH3:1])=[CH:11][C:10]3=[O:12])[C:28]([C:29]([O:31][CH:32]2[CH2:35][CH2:34][CH2:33]2)=[O:30])=[C:27]([CH3:36])[NH:26][C:23]=1[CH3:24])(=[O:16])[C:17]1[CH:18]=[CH:19][CH:20]=[CH:21][CH:22]=1. Procedure: 340 mg (1.02 mmol) of 2-[(2-methyl-4-oxo-4H-chromen-8-yl)methylene]-1-phenylbutane-1,3-dione are dissolved with 156 mg (1.8 mmol) of cyclobutyl 3-aminocrotonate in 5 ml of ethanol and heated under reflux under argon for 24 h. The reaction solution is purified by preparative HPLC. Concentration of the product fractions and crystallization from ethyl acetate result in 206 mg (43% of theory) of the title compound as a yellow solid.